This data is from the Open Reaction Database (ORD), a public repository of structured organic reaction records. The task is: describe an organic reaction: reactants, conditions, products, and yield Reactants: CC(C)(C)OC(=O)NC1CCCCCC=CC2CC2(C(=O)NS(=O)(=O)C2CC2)NC(=O)C2CC(Oc3nccc4ccccc34)CN2C1=O, CC(=O)O, CO, [K+], [K+], O=C([O-])N=NC(=O)[O-]. Product: CC(C)(C)OC(=O)NC1CCCCCCCC2CC2(C(=O)NS(=O)(=O)C2CC2)NC(=O)C2CC(Oc3nccc4ccccc34)CN2C1=O. RXN SMILES: [C:1]([CH3:2])([CH3:3])([CH3:4])[O:5][C:6]([NH:7][CH:8]1[CH2:9][CH2:10][CH2:11][CH2:12][CH2:13][CH:14]=[CH:15][CH:16]2[CH2:17][C:18]2([C:40](=[O:41])[NH:42][S:43](=[O:44])(=[O:45])[CH:46]2[CH2:47][CH2:48]2)[NH:19][C:20](=[O:39])[CH:21]2[CH2:22][CH:23]([O:28][c:29]3[n:30][cH:31][cH:32][c:33]4[cH:34][cH:35][cH:36][cH:37][c:38]34)[CH2:24][N:25]2[C:26]1=[O:27])=[O:49].[CH3:60][C:61](=[O:62])[OH:63].[CH3:64][OH:65].[K+:58].[K+:59].[N:50]([C:51]([O-:52])=[O:53])=[N:54][C:55]([O-:56])=[O:57]>>[C:1]([CH3:2])([CH3:3])([CH3:4])[O:5][C:6]([NH:7][CH:8]1[CH2:9][CH2:10][CH2:11][CH2:12][CH2:13][CH2:14][CH2:15][CH:16]2[CH2:17][C:18]2([C:40](=[O:41])[NH:42][S:43](=[O:44])(=[O:45])[CH:46]2[CH2:47][CH2:48]2)[NH:19][C:20](=[O:39])[CH:21]2[CH2:22][CH:23]([O:28][c:29]3[n:30][cH:31][cH:32][c:33]4[cH:34][cH:35][cH:36][cH:37][c:38]34)[CH2:24][N:25]2[C:26]1=[O:27])=[O:49]. The reactants are ClC1=NC=NC(=C1)Cl (4,6-dichloropyrimidine), C(C)O (ethanol), NC1=CC=C(C=C1)O (4-aminophenol). The solvent is C(C)N(CC)CC (triethylamine). Yields the product OC1=CC=C(NC2=NC=NC(=C2)Cl)C=C1 (4-(4-Hydroxyanilino)-6-chloropyrimidine). Yield: 69.4%. As a reaction SMILES: Cl[C:2]1[CH:7]=[C:6]([Cl:8])[N:5]=[CH:4][N:3]=1.C(O)C.[NH2:12][C:13]1[CH:18]=[CH:17][C:16]([OH:19])=[CH:15][CH:14]=1>C(N(CC)CC)C>[OH:19][C:16]1[CH:17]=[CH:18][C:13]([NH:12][C:2]2[CH:7]=[C:6]([Cl:8])[N:5]=[CH:4][N:3]=2)=[CH:14][CH:15]=1. Procedure details: To a solution of 4,6-dichloropyrimidine (24.8 g), ethanol (250 ml) and triethylamine (51 ml) was added 4-aminophenol (18.2 g) and the solution was heated at reflux for 6 hours. After cooling the precipitate was collected, washed with DCM (100 ml) and recrystallized in acetonitrile to give the title compound (25.6 g, 69%) as crystals. NMR: 6.59 (1H, s), 6.73 (2H, d), 7.28 (2H, d), 8.33 (1H, s), 9.28 (1H, s), 9.52 (1H, s); m/z 222 (NH+). Starting materials: N#N (N2), Na, Na, CO (MeOH), ClC1=NC=CC(=C1)C#N (2-chloro-4-cyanopyridine). Run in O1CCOCC1.CO (dioxane MeOH). Reaction conditions: temperature 10 celsius. Product: C(#N)C1=CC(=NC=C1)OC (4-cyano-2-methoxypyridine). Reaction SMILES: N#N.[CH3:3][OH:4].Cl[C:6]1[CH:11]=[C:10]([C:12]#[N:13])[CH:9]=[CH:8][N:7]=1>O1CCOCC1.CO>[C:12]([C:10]1[CH:9]=[CH:8][N:7]=[C:6]([O:4][CH3:3])[CH:11]=1)#[N:13] |f:3.4|. Reported procedure: Under a stream of N2 and with cooling, Na metal (2.7 g) was added to MeOH (36 ml) with a considerable exotherm. After the Na is dissolved, a solution of 2-chloro-4-cyanopyridine (15 g) in dioxane:MeOH (1:1, 110 ml) was added via dropping funnel over a 10 min period. The reaction was heated to reflux for 3.5 h then cooled at ˜10° C. overnight. Solid was filtered off and the solid was washed with MeOH. The filtrate was concentrated to ˜60 ml and H2O (60 ml) was added to redissolve a precipitate. U... The reactants are solution, C(=O)([O-])[O-].[K+].[K+] (K2CO3), Cl.FC=1C=C2C(=NN(C2=CC1)C1=C(C=CC=C1)F)OC[C@@H]1CNCCC1 ((S)-5-Fluoro-1-(2-fluoro-phenyl)-3-(piperidin-3-ylmethoxy)-1H-indazole hydrochloride). Solvent: O (water), C(C)(=O)OCC (ethyl acetate). Conditions: time 1 hour. The product is FC=1C=C2C(=NN(C2=CC1)C1=C(C=CC=C1)F)OC[C@@H]1CNCCC1 ((S)-5-fluoro-1-(2-fluoro-phenyl)-3-(piperidin-3-ylmethoxy)-1H-indazole). The yield is 93.7%. As a reaction SMILES: Cl.[F:2][C:3]1[CH:4]=[C:5]2[C:9](=[CH:10][CH:11]=1)[N:8]([C:12]1[CH:17]=[CH:16][CH:15]=[CH:14][C:13]=1[F:18])[N:7]=[C:6]2[O:19][CH2:20][C@H:21]1[CH2:26][CH2:25][CH2:24][NH:23][CH2:22]1.C([O-])([O-])=O.[K+].[K+]>C(OCC)(=O)C.O>[F:2][C:3]1[CH:4]=[C:5]2[C:9](=[CH:10][CH:11]=1)[N:8]([C:12]1[CH:17]=[CH:16][CH:15]=[CH:14][C:13]=1[F:18])[N:7]=[C:6]2[O:19][CH2:20][C@H:21]1[CH2:26][CH2:25][CH2:24][NH:23][CH2:22]1 |f:0.1,2.3.4|. Procedure details: (S)-5-Fluoro-1-(2-fluoro-phenyl)-3-(piperidin-3-ylmethoxy)-1H-indazole hydrochloride (14.0 g, 37 mmol) was suspended in ethyl acetate (100 ml) and a 1 M solution of K2CO3 in water (100 ml) was added. The resulting mixture was vigorously stirred, which caused the solid to dissolve completely. After 1 hour, the two layers were separated and the aqueous layer was extracted twice with 50 ml of ethyl acetate. The combined organic extracts were washed with brine and dried over MgSO4. The solvent was r... The reactants are N[C@H](C(=O)O)[C@@H](C(C)C)O ((2S*,3R*)-2-amino-3-hydroxy-4-methyl-pentanoic acid), C(=O)(O)[O-].[Na+] (NaHCO3), C(OC1=NC=CC(=C1C)C1=CC=C(C=C1)C1=CC=CC=C1)([O-])=O ((4-phenylphenyl)-methyl-2-pyridyl carbonate), C1(=CC=CC=C1)C1=CC=C(C=C1)C1=C(C(N(C=C1)C(=O)[O-])=O)C ((4-phenylphenyl)-methyl-2-oxopyridine-1-carboxylate). The solvent is O (H2O), C1CCOC1 (THF). Conditions: time 15 hour. Yields the product O[C@@H]([C@@H](C(=O)O)N(C(=O)OC)C1=CC=C(C=C1)C1=CC=CC=C1)C(C)C ((2S*,3R*)-3-hydroxy-4-methyl-2-[(4-phenylphenyl)-methoxy-carbonylamino]-pentanoic acid). Isolated yield 52.0%. Reaction SMILES: [NH2:1][C@@H:2]([C@H:6]([OH:10])[CH:7]([CH3:9])[CH3:8])[C:3]([OH:5])=[O:4].C([O-])(O)=O.[Na+].[C:16](=O)([O-:37])[O:17][C:18]1C(C)=C(C2C=CC(C3C=CC=CC=3)=CC=2)C=CN=1.[C:39]1([C:45]2[CH:50]=[CH:49][C:48](C3C=CN(C([O-])=O)C(=O)C=3C)=[CH:47][CH:46]=2)[CH:44]=[CH:43][CH:42]=[CH:41][CH:40]=1>O.C1COCC1>[OH:10][C@H:6]([CH:7]([CH3:9])[CH3:8])[C@H:2]([N:1]([C:48]1[CH:47]=[CH:46][C:45]([C:39]2[CH:40]=[CH:41][CH:42]=[CH:43][CH:44]=2)=[CH:50][CH:49]=1)[C:16]([O:17][CH3:18])=[O:37])[C:3]([OH:5])=[O:4] |f:1.2|. Procedure: To a stirred diastereomeric mixture containing (2S*,3R*)-2-amino-3-hydroxy-4-methyl-pentanoic acid (0.156 g, 1.06 mmol) and NaHCO3 (0.09 g, 1.06 mmol) in H2O (5.0 mL), at rt, the isomeric mixture containing (4-phenylphenyl)-methyl-2-pyridyl carbonate and (4-phenylphenyl)-methyl-2-oxopyridine-1-carboxylate (1.4 g, 4.6 mmol) [prepared as for example 17, step 1] in THF (5.0 mL) was added. After 15 h at rt, the crude mixture was rotary evaporated to remove the organics and subsequently extracted wit... Reactants: ClC1=CC=C(C=C1)[N+](=O)[O-] (1-chloro-4-nitro-benzene), C(CN)N (ethane-1,2-diamine). The product is [N+](=O)([O-])C1=CC=C(C=C1)NCCN (N*1*-(4-nitro-phenyl)-ethane-1,2-diamine). RXN SMILES: Cl[C:2]1[CH:7]=[CH:6][C:5]([N+:8]([O-:10])=[O:9])=[CH:4][CH:3]=1.[CH2:11]([NH2:14])[CH2:12][NH2:13]>>[N+:8]([C:5]1[CH:6]=[CH:7][C:2]([NH:13][CH2:12][CH2:11][NH2:14])=[CH:3][CH:4]=1)([O-:10])=[O:9]. Procedure details: A mixture of 1-chloro-4-nitro-benzene (10 g, 64 mmol) and ethane-1,2-diamine (38 mL) was heated at reflux for 4 h. Excess ethane-1,2-diamine was evaporated under reduced pressure and water was added to the residue. The precipitated solid was filtered off and dried under vacuum to afford N*1*-(4-nitro-phenyl)-ethane-1,2-diamine (10.8 g, quantitative). Starting materials: C(CCC)OC(CC1N(CCC2=C(C(=CC=C12)OS(=O)(=O)C(F)(F)F)C)C(=O)OC(C)(C)C)=O (1,1-dimethylethyl 1-[2-(butyloxy)-2-oxoethyl]-5-methyl-6-{[(trifluoromethyl)sulfonyl]oxy}-3,4-dihydro-2(1H)-isoquinolinecarboxylate), CN(C=O)C (N,N-dimethylformamide). Reagents/catalysts: C=1C=CC(=CC1)[P](C=2C=CC=CC2)(C=3C=CC=CC3)[Pd]([P](C=4C=CC=CC4)(C=5C=CC=CC5)C=6C=CC=CC6)([P](C=7C=CC=CC7)(C=8C=CC=CC8)C=9C=CC=CC9)[P](C=1C=CC=CC1)(C=1C=CC=CC1)C=1C=CC=CC1 (Tetrakis(triphenylphosphine)palladium(0)), [C-]#N.[Zn+2].[C-]#N (zinc cyanide). Run at temperature 100 celsius, time 4 hour. Yields the product C(CCC)OC(CC1N(CCC2=C(C(=CC=C12)C#N)C)C(=O)OC(C)(C)C)=O (1,1-Dimethylethyl 1-[2-(butyloxy)-2-oxoethyl]-6-cyano-5-methyl-3,4-dihydro-2(1H)-isoquinolinecarboxylate). As a reaction SMILES: [CH2:1]([O:5][C:6](=[O:34])[CH2:7][CH:8]1[C:17]2[C:12](=[C:13]([CH3:26])[C:14](OS(C(F)(F)F)(=O)=O)=[CH:15][CH:16]=2)[CH2:11][CH2:10][N:9]1[C:27]([O:29][C:30]([CH3:33])([CH3:32])[CH3:31])=[O:28])[CH2:2][CH2:3][CH3:4].[CH3:35][N:36](C)C=O>C1C=CC([P]([Pd]([P](C2C=CC=CC=2)(C2C=CC=CC=2)C2C=CC=CC=2)([P](C2C=CC=CC=2)(C2C=CC=CC=2)C2C=CC=CC=2)[P](C2C=CC=CC=2)(C2C=CC=CC=2)C2C=CC=CC=2)(C2C=CC=CC=2)C2C=CC=CC=2)=CC=1.[C-]#N.[Zn+2].[C-]#N>[CH2:1]([O:5][C:6](=[O:34])[CH2:7][CH:8]1[C:17]2[C:12](=[C:13]([CH3:26])[C:14]([C:35]#[N:36])=[CH:15][CH:16]=2)[CH2:11][CH2:10][N:9]1[C:27]([O:29][C:30]([CH3:32])([CH3:33])[CH3:31])=[O:28])[CH2:2][CH2:3][CH3:4] |f:3.4.5,^1:43,45,64,83|. Reported procedure: A solution of 1,1-dimethylethyl 1-[2-(butyloxy)-2-oxoethyl]-5-methyl-6-{[(trifluoromethyl)sulfonyl]oxy}-3,4-dihydro-2(1H)-isoquinolinecarboxylate (Preparation 17; 837 mg, 1.64 mmol) in N,N-dimethylformamide (6 ml) was degassed under vacuum for 15 min. Tetrakis(triphenylphosphine)palladium(0) (190 mg, 0.164 mmol) and zinc cyanide (251 mg, 2.13 mmol) were then added and the resulting orange mixture stirred at 100° C. for 4 h. The mixture was cooled to room temperature and insoluble material filter... Starting materials: C(C)(C)C1=CC(=NC=C1)C#N (4-isopropylpicolinonitrile), [H-].[H-].[H-].[H-].[Li+].[Al+3] (LiAlH4), [H-].[H-].[H-].[H-].[Li+].[Al+3] (LiAlH4). The yield is 94.3%. Conditions: time 15 minute. Procedure details: To a stirring solution of 149 mg (1.01 mmol) of 4-isopropylpicolinonitrile in 7 mL of THF at 0° C. was added 150 mg (3.95 mmol) of LiAlH4. After about 15 min., 250 mg of LiAlH4 was added, and after about 15 min. the ice bath was removed and stirring was continued with warming to r.t. After 40 min., 400 μL of H2O, 400 μL of 15% NaOH (aq), and 1.2 mL of brine were added in succession. The mixture was stirred for 85 min., filtered through Celite, and conc. to give 143 mg of (4-isopropylpyridin-2-yl... The product is C(C)(C)C1=CC(=NC=C1)CN ((4-isopropylpyridin-2-yl)methanamine). As a reaction SMILES: [CH:1]([C:4]1[CH:9]=[CH:8][N:7]=[C:6]([C:10]#[N:11])[CH:5]=1)([CH3:3])[CH3:2].[H-].[H-].[H-].[H-].[Li+].[Al+3]>C1COCC1>[CH:1]([C:4]1[CH:9]=[CH:8][N:7]=[C:6]([CH2:10][NH2:11])[CH:5]=1)([CH3:3])[CH3:2] |f:1.2.3.4.5.6|. The solvent is C1CCOC1 (THF). Reaction SMILES: [CH3:33][CH2:34][CH2:35][CH2:36][N:37]([CH2:38][CH2:39][CH2:40][CH3:41])[CH2:42][CH2:43][CH2:44][CH3:45].[CH:30]([OH:31])=[O:32].[O:46]=[CH:47][N:48]([CH3:49])[CH3:50].[S:1]([NH2:2])(=[O:3])(=[O:4])[c:5]1[cH:6][cH:7][c:8]([NH:11][c:12]2[n:13][c:14]3[cH:15][cH:16][c:17]([C:22]([F:23])([F:24])[F:25])[cH:18][c:19]3[cH:20][n:21]2)[cH:9][cH:10]1.[SH:26](=[O:27])(=[O:28])[O-:29]>>[S:1]([NH2:2])(=[O:3])(=[O:4])[c:5]1[cH:6][cH:7][c:8]([NH:11][c:12]2[n:13][c:14]3[cH:15][cH:16][cH:17][cH:18][c:19]3[cH:20][n:21]2)[cH:9][cH:10]1. Reactants: CCCCN(CCCC)CCCC, O=CO, CN(C)C=O, NS(=O)(=O)c1ccc(Nc2ncc3cc(C(F)(F)F)ccc3n2)cc1, O=[SH](=O)[O-]. Product: NS(=O)(=O)c1ccc(Nc2ncc3ccccc3n2)cc1.